From a dataset of the Open Reaction Database (ORD), a public repository of structured organic reaction records. describe an organic reaction: reactants, conditions, products, and yield Starting materials: TEA, O=C1OCCN1S(=O)(=O)N[C@H](C(=O)OCC1=CC=CC=C1)CC=1OC(=NN1)CC=1SC2=C(N1)C=CC(=C2)C2=CC=CC=C2 ((S)-benzyl 2-(2-oxooxazolidine-3-sulfonamido)-3-(5-((6-phenylbenzo[d]thiazol-2-yl)methyl)-1,3,4-oxadiazol-2-yl)propanoate), C1(CC1)N (cyclopropanamine). Run in C(C)#N (ACN). Reaction conditions: temperature 70 celsius. Yields the product C1(CC1)NS(=O)(=O)N[C@H](C(=O)OCC1=CC=CC=C1)CC=1OC(=NN1)CC=1SC2=C(N1)C=CC(=C2)C2=CC=CC=C2 ((S)-Benzyl 2-(N-cyclopropylsulfamoylamino)-3-(5-((6-phenylbenzo[d]thiazol-2-yl)methyl)-1,3,4-oxadiazol-2-yl)propanoate). The yield is 46.4%. As a reaction SMILES: O=C1[N:6]([S:7]([NH:10][C@@H:11]([CH2:22][C:23]2[O:24][C:25]([CH2:28][C:29]3[S:30][C:31]4[CH:37]=[C:36]([C:38]5[CH:43]=[CH:42][CH:41]=[CH:40][CH:39]=5)[CH:35]=[CH:34][C:32]=4[N:33]=3)=[N:26][N:27]=2)[C:12]([O:14][CH2:15][C:16]2[CH:21]=[CH:20][CH:19]=[CH:18][CH:17]=2)=[O:13])(=[O:9])=[O:8])[CH2:5][CH2:4]O1.[CH:44]1(N)CC1>C(#N)C>[CH:5]1([NH:6][S:7]([NH:10][C@@H:11]([CH2:22][C:23]2[O:24][C:25]([CH2:28][C:29]3[S:30][C:31]4[CH:37]=[C:36]([C:38]5[CH:39]=[CH:40][CH:41]=[CH:42][CH:43]=5)[CH:35]=[CH:34][C:32]=4[N:33]=3)=[N:26][N:27]=2)[C:12]([O:14][CH2:15][C:16]2[CH:21]=[CH:20][CH:19]=[CH:18][CH:17]=2)=[O:13])(=[O:8])=[O:9])[CH2:4][CH2:44]1. Procedure details: To a solution of 2-chloroethanol (0.10 mL, 1.3 mmol) in DCM (1 mL) at rt was added a solution of sulfurisocyanatidic chloride (180 mg, 1.3 mmol) in DCM (1 mL) and the reaction mixture was stirred for 6 h. The resulting mixture was added to a solution of Compound 181a (300 mg, 0.65 mmol, prepared as described in Example 45) and TEA (0.45 mL, 3.2 mmol) in DCM (4 mL) and the mixture stirred for 30 min then heated at 35° C. for 16 h. The reaction mixture was concentrated under reduced pressure and t... Reported procedure: Propanal (1.51 g) dissolved in 5 ml of methanol was added dropwise to 6.15 g of 2-aminomethyl-5-[4,5-dihydro-pyridazin-3(2H)-on-6-yl]indane dissolved in 60 ml of methanol. The mixture was stirred at room temperature for 30 minutes. Then, under ice cooling, 1.03 g of sodium borohydride was added to the mixture. The resulting mixture was stirred at the same temperature for 20 minutes and then stirred at room temperature for 1 hour. After methanol was removed, water was added to the residue, and th... The product is C(CC)C1C(C2=CC=C(C=C2C1)C=1CCC(NN1)=O)CN (2-propyl-aminomethyl-5-[4,5-dihydropyridazin-3(2H)-on-6-yl]indane). The yield is 72.4%. Reaction SMILES: [CH:1](=O)[CH2:2][CH3:3].[NH2:5][CH2:6][CH:7]1[CH2:15][C:14]2[C:9](=[CH:10][CH:11]=[C:12]([C:16]3[CH2:17][CH2:18][C:19](=[O:22])[NH:20][N:21]=3)[CH:13]=2)[CH2:8]1.[BH4-].[Na+]>CO>[CH2:1]([CH:8]1[CH2:9][C:10]2[C:15](=[CH:14][CH:13]=[C:12]([C:16]3[CH2:17][CH2:18][C:19](=[O:22])[NH:20][N:21]=3)[CH:11]=2)[CH:7]1[CH2:6][NH2:5])[CH2:2][CH3:3] |f:2.3|. Run at time 30 minute. Run in CO (methanol), CO (methanol). Starting materials: NCC1CC2=CC=C(C=C2C1)C=1CCC(NN1)=O (2-aminomethyl-5-[4,5-dihydro-pyridazin-3(2H)-on-6-yl]indane), C(CC)=O (Propanal), [BH4-].[Na+] (sodium borohydride).